From a dataset of the Open Reaction Database (ORD), a public repository of structured organic reaction records. describe an organic reaction: reactants, conditions, products, and yield The reactants are ClC1=CC=C2C=C(NC2=C1)C=1C=C(C=NC1)C=O (5-(6-chloro-1H-indol-2-yl)-pyridine-3-carbaldehyde), CN(C)C=O (DMF), [H-].[Na+] (NaH), oil. Solvent: O (Water). Reaction conditions: time 2 hour. The product is ClC1=CC=C2C=C(N(C2=C1)C)C=1C=NC=C(C1)C=O (6-chloro-2-(5-formyl-pyridin-3-yl)-1-methyl-1H-indole). Reaction SMILES: [Cl:1][C:2]1[CH:10]=[C:9]2[C:5]([CH:6]=[C:7]([C:11]3[CH:12]=[C:13]([CH:17]=[O:18])[CH:14]=[N:15][CH:16]=3)[NH:8]2)=[CH:4][CH:3]=1.[CH3:19]N(C=O)C.[H-].[Na+]>O>[Cl:1][C:2]1[CH:10]=[C:9]2[C:5]([CH:6]=[C:7]([C:11]3[CH:16]=[N:15][CH:14]=[C:13]([CH:17]=[O:18])[CH:12]=3)[N:8]2[CH3:19])=[CH:4][CH:3]=1 |f:2.3|. Procedure: A flask is charged with 5-(6-chloro-1H-indol-2-yl)-pyridine-3-carbaldehyde (Example 104, 7.8 g, 28.9 mmol), Mel (5.33 g, 37.5 mmol) and DMF (300 mL), and 60% NaH in mineral oil (1.386 g, 34.6 mmol) is added at 0° C. The mixture is stirred for 2 h. Water (100 mL) is added. The mixture is extracted with EtOAc twice and the combined organic phase is washed with water (2×200 mL) and brine (200 mL), dried over Na2SO4, filtered and concentrated in vacuo. The residue is purified by silica gel chromatog... The reactants are CCC(C)(C)O, CS(=O)(=O)c1ccc(Br)cc1, [K+], [K+], C[Si](C)(C)CCOCn1ncc(C#N)c1N, O=C([O-])[O-]. Yields the product C[Si](C)(C)CCOCn1ncc(C#N)c1Nc1ccc(S(C)(=O)=O)cc1. RXN SMILES: [C:34]([OH:35])([CH2:36][CH3:37])([CH3:38])[CH3:39].[CH3:17][S:18](=[O:19])(=[O:20])[c:21]1[cH:22][cH:23][c:24]([Br:27])[cH:25][cH:26]1.[K+:28].[K+:29].[NH2:1][c:2]1[c:3]([C:15]#[N:16])[cH:4][n:5][n:6]1[CH2:7][O:8][CH2:9][CH2:10][Si:11]([CH3:12])([CH3:13])[CH3:14].[O-:30][C:31]([O-:32])=[O:33]>>[NH:1]([c:2]1[c:3]([C:15]#[N:16])[cH:4][n:5][n:6]1[CH2:7][O:8][CH2:9][CH2:10][Si:11]([CH3:12])([CH3:13])[CH3:14])[c:24]1[cH:23][cH:22][c:21]([S:18]([CH3:17])(=[O:19])=[O:20])[cH:26][cH:25]1.